Dataset: the Open Reaction Database (ORD), a public repository of structured organic reaction records. Task: describe an organic reaction: reactants, conditions, products, and yield Reactants: ClC1=CC=C(C=C1)C(CN)C1=CC=C(C=C1)Cl (2,2-Bis(4-chlorophenyl)ethanamine), C(C1=CC=CC=C1)(=O)O[C@H]1[C@@H](O[C@@H]([C@H]1OC(C1=CC=CC=C1)=O)C(=O)NCC)N1C2=NC(=NC(=C2N=C1)Cl)I ((2R,3R,4S,5S)-4-(benzoyloxy)-2-(6-chloro-2-iodo-9H-purin-9-yl)-5-[(ethylamino)carbonyl]tetrahydro-3-furanyl benzoate). Solvent: C(C)(C)O (isopropyl alcohol). Reaction conditions: time 48 hour. The product is C(C1=CC=CC=C1)(=O)O[C@H]1[C@@H](O[C@@H]([C@H]1OC(C1=CC=CC=C1)=O)C(=O)NCC)N1C2=NC(=NC(=C2N=C1)NCC(C1=CC=C(C=C1)Cl)C1=CC=C(C=C1)Cl)I ((2R,3R,4S,5S)-4-(Benzoyloxy)-2-(6-{[2,2-bis(4-chlorophenyl)ethyl]amino}-2-iodo-9H-purin-9-yl)-5-[(ethylamino)carbonyl]tetrahydro-3-furanyl benzoate). Yield: 48.9%. RXN SMILES: [Cl:1][C:2]1[CH:7]=[CH:6][C:5]([CH:8]([C:11]2[CH:16]=[CH:15][C:14]([Cl:17])=[CH:13][CH:12]=2)[CH2:9][NH2:10])=[CH:4][CH:3]=1.[C:18]([O:26][C@@H:27]1[C@H:31]([O:32][C:33](=[O:40])[C:34]2[CH:39]=[CH:38][CH:37]=[CH:36][CH:35]=2)[C@@H:30]([C:41]([NH:43][CH2:44][CH3:45])=[O:42])[O:29][C@H:28]1[N:46]1[CH:54]=[N:53][C:52]2[C:47]1=[N:48][C:49]([I:56])=[N:50][C:51]=2Cl)(=[O:25])[C:19]1[CH:24]=[CH:23][CH:22]=[CH:21][CH:20]=1>C(O)(C)C>[C:18]([O:26][C@@H:27]1[C@H:31]([O:32][C:33](=[O:40])[C:34]2[CH:35]=[CH:36][CH:37]=[CH:38][CH:39]=2)[C@@H:30]([C:41]([NH:43][CH2:44][CH3:45])=[O:42])[O:29][C@H:28]1[N:46]1[CH:54]=[N:53][C:52]2[C:47]1=[N:48][C:49]([I:56])=[N:50][C:51]=2[NH:10][CH2:9][CH:8]([C:11]1[CH:12]=[CH:13][C:14]([Cl:17])=[CH:15][CH:16]=1)[C:5]1[CH:6]=[CH:7][C:2]([Cl:1])=[CH:3][CH:4]=1)(=[O:25])[C:19]1[CH:24]=[CH:23][CH:22]=[CH:21][CH:20]=1. Reported procedure: 2,2-Bis(4-chlorophenyl)ethanamine (426 mg, 1.51 mmol) (J. Am. Chem. Soc., 1983, 105(10), 3138) was added to a stirred solution of (2R,3R,4S,5S)-4-(benzoyloxy)-2-(6-chloro-2-iodo-9H-purin-9-yl)-5-[(ethylamino)carbonyl]tetrahydro-3-furanyl benzoate (500 mg, 0.755 mmol) (Preparation 47) in isopropyl alcohol (20 ml) at room temperature. The reaction mixture was stirred at room temperature for 48 hours. The solvent was removed under reduced pressure to give a residue that was purified by column chrom... Reactants: COC1=C(C=C(C=C1)OC)CC1=CC(=CC=C1)N (1,4-dimethoxy-2-(3'-aminobenzyl)benzene), ( c ), Br (hydrobromic acid). Yield: 67.0%. Reported procedure: 27 g of 1,4-dimethoxy-2-(3'-aminobenzyl)benzene prepared in (c) was mixed with a 46% hydrobromic acid aqueous solution. The mixture was refluxed on an oil bath for 1 to 2 hours. Since crystals deposited when cooled with ice, the filtration was carried out under cooling. The crystals were dissolved in 200 ml of water, and the resulting solution was neutralized by adding 25 g of sodium acetate. The free amine separated was recrystallized from an ethanol-benzene mixture to obtain 16 g of the subjec... Reaction SMILES: C[O:2][C:3]1[CH:8]=[CH:7][C:6]([O:9]C)=[CH:5][C:4]=1[CH2:11][C:12]1[CH:17]=[CH:16][CH:15]=[C:14]([NH2:18])[CH:13]=1.Br>>[NH2:18][C:14]1[CH:13]=[C:12]([CH:17]=[CH:16][CH:15]=1)[CH2:11][C:4]1[CH:5]=[C:6]([OH:9])[CH:7]=[CH:8][C:3]=1[OH:2]. Yields the product NC=1C=C(CC2=C(O)C=CC(=C2)O)C=CC1 (2-(3'-Aminobenzyl)hydroquinone). The yield is 97.4%. Starting materials: FC1=C(C(=CC=C1)F)C(=O)C1=CC(=C(C=C1)OC)F ((2,6-difluoro-phenyl)-(3-fluoro-4-methoxy-phenyl)-methanone), Br (HBr). Reported procedure: A solution of 3.9 g of (2,6-difluoro-phenyl)-(3-fluoro-4-methoxy-phenyl)-methanone (paragraph Hd)) in 30 ml of acetic acid is stirred with 20 ml of aqueous 62% HBr solution at 125° C., then evaporated, re-evaporated with toluene and taken up in ethyl acetate. The organic phase is washed with sat. aqueous NaHCO3 solution and 10% NaCl solution and then dried. 3.6 g of (2,6-difluoro-phenyl)-(3-fluoro-4-hydroxy-phenyl)-methanone MS: m/e 252 (M+), are obtained. The product is FC1=C(C(=CC=C1)F)C(=O)C1=CC(=C(C=C1)O)F ((2,6-difluoro-phenyl)-(3-fluoro-4-hydroxy-phenyl)-methanone). Solvent: C(C)(=O)O (acetic acid). As a reaction SMILES: [F:1][C:2]1[CH:7]=[CH:6][CH:5]=[C:4]([F:8])[C:3]=1[C:9]([C:11]1[CH:16]=[CH:15][C:14]([O:17]C)=[C:13]([F:19])[CH:12]=1)=[O:10].Br>C(O)(=O)C>[F:1][C:2]1[CH:7]=[CH:6][CH:5]=[C:4]([F:8])[C:3]=1[C:9]([C:11]1[CH:16]=[CH:15][C:14]([OH:17])=[C:13]([F:19])[CH:12]=1)=[O:10]. Reaction SMILES: [N+:1]([CH:4]=[CH:5][C:6]1[CH:11]=[CH:10][CH:9]=[CH:8][CH:7]=1)([O-:3])=[O:2].[N:12]1([C:18]([S-:20])=[S:19])[CH2:17][CH2:16][CH2:15][CH2:14][CH2:13]1.[NH2+]1CCCCC1.C(=S)=S>CO>[N:12]1([C:18]([S:20][CH:5]([CH2:4][N+:1]([O-:3])=[O:2])[C:6]2[CH:11]=[CH:10][CH:9]=[CH:8][CH:7]=2)=[S:19])[CH2:17][CH2:16][CH2:15][CH2:14][CH2:13]1 |f:1.2|. Run at temperature 8 celsius. The product is N1(CCCCC1)C(=S)SC(C1=CC=CC=C1)C[N+](=O)[O-] (α-(nitromethyl)benzyl 1-piperidinecarbodithioate). Starting materials: [N+](=O)([O-])C=CC1=CC=CC=C1 (β-nitrostyrene), [N+](=O)([O-])C=CC1=CC=CC=C1 (β-Nitrostyrene), N1(CCCCC1)C(=S)[S-].[NH2+]1CCCCC1 (piperidinium 1-piperidinecarbodithioate), C(=S)=S (carbon disulfide). Run in CO (methanol). Procedure details: β-Nitrostyrene (14.9 grams, 0.10 mole) was added in portions to a stirred mixture of piperidinium 1-piperidinecarbodithioate (24.6 grams, 0.10 mole), and carbon disulfide (7.6 grams, 0.10 mole) in methanol (200 ml.). During the addition, the reaction temperature was 25° C.-29° C. After the addition of β-nitrostyrene, the reaction mixture was cooled to 8° C., and the precipitated product was filtered off, washed with water, and dried in air. The yield of product melting at 85° C.-87° C. (prior si... Reactants: CC(C)(C)OC(=O)NCCN1C(CS(CC1)(=O)=O)C(=O)OC (Methyl 4-[2-({[(1,1-dimethylethyl)oxy]carbonyl}amino)ethyl]-3-thiomorpholinecarboxylate 1,1-dioxide), FC(C(=O)O)(F)F (trifluoroacetic acid). Yields the product C1S(CCN2C1C(NCC2)=O)(=O)=O (Hexahydropyrazino[2,1-c][1,4]thiazin-9(6H)-one 2,2-dioxide). Reaction conditions: time 30 minute. Run in ClCCl (dichloromethane). RXN SMILES: CC(OC([NH:8][CH2:9][CH2:10][N:11]1[CH2:16][CH2:15][S:14](=[O:18])(=[O:17])[CH2:13][CH:12]1[C:19]([O:21]C)=O)=O)(C)C.FC(F)(F)C(O)=O>ClCCl>[CH2:13]1[CH:12]2[C:19](=[O:21])[NH:8][CH2:9][CH2:10][N:11]2[CH2:16][CH2:15][S:14]1(=[O:17])=[O:18]. Procedure details: To a solution of methyl 4-[2-({[(1,1-dimethylethyl)oxy]carbonyl}amino)ethyl]-3-thiomorpholinecarboxylate 1,1-dioxide (D17; 295 mg, 0.88 mmol) in 3 ml of anhydrous dichloromethane was added 1 ml of trifluoroacetic acid and the resulting solution was stirred at room temperature under nitrogen for 1 h 30 min. The solvent was removed under reduced pressure and the residue loaded on a SCX column, washed with methanol and eluted with methanolic ammonia. The product was purified further by chromatograp... Isolated yield 91.8%. Reactants: O=C([O-])[O-], CN(C)C=O, Cc1oc(-c2ccco2)nc1CCl, [K+], [K+], O, OCc1cccc(O)c1. The product is Cc1oc(-c2ccco2)nc1COc1cccc(CO)c1. As a reaction SMILES: [C:23](=[O:24])([O-:25])[O-:26].[CH3:29][N:30]([CH3:31])[CH:32]=[O:33].[Cl:1][CH2:2][c:3]1[n:4][c:5](-[c:9]2[o:10][cH:11][cH:12][cH:13]2)[o:6][c:7]1[CH3:8].[K+:27].[K+:28].[OH2:34].[OH:14][CH2:15][c:16]1[cH:17][cH:18][cH:19][c:20]([OH:21])[cH:22]1>>[CH2:2]([c:3]1[n:4][c:5](-[c:9]2[o:10][cH:11][cH:12][cH:13]2)[o:6][c:7]1[CH3:8])[O:21][c:20]1[cH:19][cH:18][cH:17][c:16]([CH2:15][OH:14])[cH:22]1. Reactants: [Ca+2], O=C(NCC12CC3CC(CC(C3)C1)C2)c1cc(OCCCSCCCO)ccc1Cl, ClCCl, [OH-], [OH-], O=C(OO)c1cccc(Cl)c1. Product: O=C(NCC12CC3CC(CC(C3)C1)C2)c1cc(OCCCS(=O)(=O)CCCO)ccc1Cl. As a reaction SMILES: [Ca+2:43].[Cl:12][c:13]1[c:14]([C:15](=[O:16])[NH:17][CH2:18][C:19]23[CH2:20][CH:21]4[CH2:22][CH:23]([CH2:24][CH:25]([CH2:26]2)[CH2:27]4)[CH2:28]3)[cH:29][c:30]([O:33][CH2:34][CH2:35][CH2:36][S:37][CH2:38][CH2:39][CH2:40][OH:41])[cH:31][cH:32]1.[Cl:45][CH2:46][Cl:47].[OH-:42].[OH-:44].[OH:1][O:2][C:3]([c:4]1[cH:5][c:6]([Cl:7])[cH:8][cH:9][cH:10]1)=[O:11]>>[Cl:12][c:13]1[c:14]([C:15](=[O:16])[NH:17][CH2:18][C:19]23[CH2:20][CH:21]4[CH2:22][CH:23]([CH2:24][CH:25]([CH2:26]2)[CH2:27]4)[CH2:28]3)[cH:29][c:30]([O:33][CH2:34][CH2:35][CH2:36][S:37]([CH2:38][CH2:39][CH2:40][OH:41])(=[O:42])=[O:44])[cH:31][cH:32]1. Reaction conditions: time 18 hour. The product is C(#N)CC=1C=C(OC[C@@H]2N(CCC2)C(=O)OC(C)(C)C)C=CC1 (tert-Butyl (2R)-2-{[3-(Cyanomethyl)phenoxy]methyl}-1-pyrrolidinecarboxylate). Starting materials: N(=NC(=O)OCC)C(=O)OCC (Diethyl azodicarboxylate), OC=1C=C(C=CC1)CC#N (3-hydroxyphenyl acetonitrile), C1(=CC=CC=C1)P(C1=CC=CC=C1)C1=CC=CC=C1 (triphenylphosphine), C(=O)(OC(C)(C)C)N1[C@@H](CO)CCC1 (Boc-(R)-prolinol). The yield is 37.8%. Procedure details: Diethyl azodicarboxylate (3.92 g, 22.5 mmol) was added dropwise to a solution of 3-hydroxyphenyl acetonitrile (3.0 g, 22.5 mmol), triphenylphosphine (5.90 g, 22.5 mmol) and Boc-(R)-prolinol (4.53 g, 22.5 mmol) in tetrahydrofuran (30 ml), and the reaction stirred at room temperature for 18 hrs. The mixture was evaporated under reduced pressure and the residue partitioned between dichloromethane and water. The layers were separated, the organic phase washed with water, dried over MgSO4 and concent... RXN SMILES: N(C(OCC)=O)=NC(OCC)=O.[OH:13][C:14]1[CH:15]=[C:16]([CH2:20][C:21]#[N:22])[CH:17]=[CH:18][CH:19]=1.C1(P(C2C=CC=CC=2)C2C=CC=CC=2)C=CC=CC=1.[C:42]([N:49]1[CH2:55][CH2:54][CH2:53][C@@H:50]1[CH2:51]O)([O:44][C:45]([CH3:48])([CH3:47])[CH3:46])=[O:43]>O1CCCC1>[C:21]([CH2:20][C:16]1[CH:15]=[C:14]([CH:19]=[CH:18][CH:17]=1)[O:13][CH2:51][C@H:50]1[CH2:53][CH2:54][CH2:55][N:49]1[C:42]([O:44][C:45]([CH3:46])([CH3:48])[CH3:47])=[O:43])#[N:22]. The solvent is O1CCCC1 (tetrahydrofuran).